From a dataset of the Open Reaction Database (ORD), a public repository of structured organic reaction records. describe an organic reaction: reactants, conditions, products, and yield Starting materials: ClCCl, CN1CCN(C2=Nc3ccccc3Cn3cccc32)CC1, Nc1ccccc1Cn1cccc1C(=O)O. Product: Nc1ccccc1Cn1cccc1. Reaction SMILES: [CH2:38]([Cl:39])[Cl:40].[CH3:17][N:18]1[CH2:19][CH2:20][N:21]([C:22]2=[N:35][c:34]3[c:29]([cH:30][cH:31][cH:32][cH:33]3)[CH2:28][n:27]3[c:23]2[cH:24][cH:25][cH:26]3)[CH2:36][CH2:37]1.[NH2:1][c:2]1[c:3]([CH2:4][n:5]2[c:6]([C:10]([OH:11])=[O:12])[cH:7][cH:8][cH:9]2)[cH:13][cH:14][cH:15][cH:16]1>>[NH2:1][c:2]1[c:3]([CH2:4][n:5]2[cH:6][cH:7][cH:8][cH:9]2)[cH:13][cH:14][cH:15][cH:16]1. The reactants are CC1=CN=C2N1C1=CC=CC=C1NC2=O (1-methylimidazo[1,2-a] quinoxalin-4(5H)-one), C[Si](N[Si](C)(C)C)(C)C (hexamethyl disilazane), S(=O)(=O)([O-])[O-].[NH4+].[NH4+] (ammonium sulphate), C1(CCCC1)NC1CCCC1 (dicyclopentylamine). Reaction conditions: temperature 120 celsius, time 24 hour. Product: C1(CCCC1)NC=1C=2N(C3=CC=CC=C3N1)C(=CN2)C (4-cyclopentylamino-1-methyl imidazo [1,2-a]quinoxaline). As a reaction SMILES: [CH3:1][C:2]1[N:6]2[C:7]3[C:12]([NH:13][C:14](=O)[C:5]2=[N:4][CH:3]=1)=[CH:11][CH:10]=[CH:9][CH:8]=3.C[Si](C)(C)N[Si](C)(C)C.S([O-])([O-])(=O)=O.[NH4+].[NH4+].[CH:32]1([NH:37]C2CCCC2)[CH2:36][CH2:35][CH2:34][CH2:33]1>>[CH:32]1([NH:37][C:14]2[C:5]3[N:6]([C:2]([CH3:1])=[CH:3][N:4]=3)[C:7]3[C:12]([N:13]=2)=[CH:11][CH:10]=[CH:9][CH:8]=3)[CH2:36][CH2:35][CH2:34][CH2:33]1 |f:2.3.4|. Procedure: A mixture of 3.5 g of 1-methylimidazo[1,2-a] quinoxalin-4(5H)-one (example 2), 13 ml of hexamethyl disilazane, 0.5 g of ammonium sulphate and 8.7 ml dicyclopentylamine is stirred at 120° C. in a Dean-Stark apparatus for 24 h. After concentrating the resulting mixture under vacuum, the residue is added with water and extracted with ethyl acetate. The organic extracts are then washed with water and saturated NaCl, dried and evaporated, thereby obtaining 1.5 g of a raw product that is subsequently ...